From a dataset of the Open Reaction Database (ORD), a public repository of structured organic reaction records. describe an organic reaction: reactants, conditions, products, and yield Starting materials: BrC=1C(=NC=CC1)C(=O)N[C@@H]1[C@H](CCC1)NC1=NC=C(N=C1)C(F)(F)F (3-Bromo-N-[(1S,2S)-2-{[5-(trifluoromethyl)pyrazin-2-yl]amino}cyclopentyl]pyridine-2-carboxamide), C(C)OC1=C(C(=O)O)C=C(C=C1)C (2-ethoxy-5-methylbenzoic acid), Cl.FC(C=1N=CC(=NC1)N[C@@H]1[C@H](CCC1)N)(F)F ((1S,2S)-1-N-[5-(trifluoromethyl)pyrazin-2-yl]cyclopentane-1,2-diamine hydrochloride), Cl.FC(C=1N=CC(=NC1)N[C@@H]1[C@H](CCC1)N)(F)F ((1S,2S)-1-N-[5-(trifluoromethyl)pyrazin-2-yl]cyclopentane-1,2-diamine hydrochloride). Product: C(C)OC1=C(C(=O)N[C@@H]2[C@H](CCC2)NC2=NC=C(N=C2)C(F)(F)F)C=C(C=C1)C (2-Ethoxy-5-methyl-N-[(1S,2S)-2-{[5-(trifluoromethyl)pyrazin-2-yl]amino}cyclopentyl]benzamide). RXN SMILES: BrC1C(C(N[C@H]2CCC[C@@H]2NC2C=NC(C(F)(F)F)=CN=2)=O)=NC=CC=1.Cl.[F:28][C:29]([F:44])([F:43])[C:30]1[N:31]=[CH:32][C:33]([NH:36][C@H:37]2[CH2:41][CH2:40][CH2:39][C@@H:38]2[NH2:42])=[N:34][CH:35]=1.[CH2:45]([O:47][C:48]1[CH:56]=[CH:55][C:54]([CH3:57])=[CH:53][C:49]=1[C:50](O)=[O:51])[CH3:46]>>[CH2:45]([O:47][C:48]1[CH:56]=[CH:55][C:54]([CH3:57])=[CH:53][C:49]=1[C:50]([NH:42][C@H:38]1[CH2:39][CH2:40][CH2:41][C@@H:37]1[NH:36][C:33]1[CH:32]=[N:31][C:30]([C:29]([F:28])([F:43])[F:44])=[CH:35][N:34]=1)=[O:51])[CH3:46] |f:1.2|. Reported procedure: Prepared according to the procedure for 3-bromo-N-[(1S,2S)-2-{[5-(trifluoromethyl)pyrazin-2-yl]amino}cyclopentyl]pyridine-2-carboxamide (Example 28) from (1S,2S)-1-N-[5-(trifluoromethyl)pyrazin-2-yl]cyclopentane-1,2-diamine hydrochloride (Intermediate 14, 75 mg, 0.27 mmol) and 2-ethoxy-5-methylbenzoic acid (CAS number 854645-34-4; 57 mg, 0.32 mmol) and was then purified by column chromatography (silica, 40-100% ethyl acetate/petrol) to afford the title compound. Starting materials: CN(C1CC=C(CC1)C1=CNC2=CC=C(C=C12)N)C (3-(4-(Dimethylamino)cyclohex-1-enyl)-1H-indol-5-amine), I.CSC(=N)C=1SC=CC1 (thiophene-2-carboximidothioic acid methyl ester hydroiodide). The solvent is C(C)O (ethanol). Run at time 24 hour. The product is CN(C1CC=C(CC1)C1=CNC2=CC=C(C=C12)NC(=N)C=1SC=CC1)C (N-(3-(4-(dimethylamino)cyclohex-1-enyl)-1H-indol-5-yl)thiophene-2-carboximidamide). Yield: 93.5%. Reaction SMILES: [CH3:1][N:2]([CH3:19])[CH:3]1[CH2:8][CH2:7][C:6]([C:9]2[C:17]3[C:12](=[CH:13][CH:14]=[C:15]([NH2:18])[CH:16]=3)[NH:11][CH:10]=2)=[CH:5][CH2:4]1.I.CS[C:23]([C:25]1[S:26][CH:27]=[CH:28][CH:29]=1)=[NH:24]>C(O)C>[CH3:1][N:2]([CH3:19])[CH:3]1[CH2:8][CH2:7][C:6]([C:9]2[C:17]3[C:12](=[CH:13][CH:14]=[C:15]([NH:18][C:23]([C:25]4[S:26][CH:27]=[CH:28][CH:29]=4)=[NH:24])[CH:16]=3)[NH:11][CH:10]=2)=[CH:5][CH2:4]1 |f:1.2|. Procedure: A solution of compound 113 (0.18 g, 0.704 mmol) in dry ethanol (10 mL) was treated with thiophene-2-carboximidothioic acid methyl ester hydroiodide (0.4 g, 1.409 mmol) at room temperature and stirred for 24 h. Solvent was evaporated and crude was diluted with sat. NaHCO3 solution (20 mL) and product was extracted into CH2Cl2 (2 25 mL). The combined CH2Cl2 layer was washed with brine (20 mL) and dried (Na2SO4). Solvent was evaporated and crude was purified by column chromatography (2 M NH3 in met...